This data is from the Open Reaction Database (ORD), a public repository of structured organic reaction records. The task is: describe an organic reaction: reactants, conditions, products, and yield The reactants are CC1(OC[C@H](O1)COC=1C=C2C=CC(=CC2=CC1)COC1=CC=C(C(=O)N2CCC3(CN/C(/N3)=N\C(=O)C3=NC(=C(N=C3N)N)Cl)CC2)C=C1)C (3,5-diamino-6-chloro-pyrazine-2-carboxylic acid [8-{4-[6-((R)-2,2-dimethyl-[1,3]-dioxolan-4-ylmethoxy)-naphthalen-2-ylmethoxy]-benzoyl}-1,3,8-triaza-spiro[4.5]dec-(2E)-ylidene]-amide), resin. Solvent: CO (MeOH). Reaction conditions: time 0.5 hour. Product: O[C@H](COC=1C=C2C=CC(=CC2=CC1)COC1=CC=C(C(=O)N2CCC3(CN/C(/N3)=N\C(=O)C3=NC(=C(N=C3N)N)Cl)CC2)C=C1)CO (3,5-Diamino-6-chloro-pyrazine-2-carboxylic acid [8-{4-[6-((S)-2,3-dihydroxy-propoxy)-naphthalen-2-ylmethoxy]-benzoyl}-1,3,8-triaza-spiro[4.5]dec-(2E)-ylidene]-amide). As a reaction SMILES: CC1(C)[O:6][C@H:5]([CH2:7][O:8][C:9]2[CH:10]=[C:11]3[C:16](=[CH:17][CH:18]=2)[CH:15]=[C:14]([CH2:19][O:20][C:21]2[CH:50]=[CH:49][C:24]([C:25]([N:27]4[CH2:48][CH2:47][C:30]5([NH:34]/[C:33](=[N:35]/[C:36]([C:38]6[C:43]([NH2:44])=[N:42][C:41]([NH2:45])=[C:40]([Cl:46])[N:39]=6)=[O:37])/[NH:32][CH2:31]5)[CH2:29][CH2:28]4)=[O:26])=[CH:23][CH:22]=2)[CH:13]=[CH:12]3)[CH2:4][O:3]1>CO>[OH:6][C@@H:5]([CH2:4][OH:3])[CH2:7][O:8][C:9]1[CH:10]=[C:11]2[C:16](=[CH:17][CH:18]=1)[CH:15]=[C:14]([CH2:19][O:20][C:21]1[CH:50]=[CH:49][C:24]([C:25]([N:27]3[CH2:28][CH2:29][C:30]4([NH:34]/[C:33](=[N:35]/[C:36]([C:38]5[C:43]([NH2:44])=[N:42][C:41]([NH2:45])=[C:40]([Cl:46])[N:39]=5)=[O:37])/[NH:32][CH2:31]4)[CH2:47][CH2:48]3)=[O:26])=[CH:23][CH:22]=1)[CH:13]=[CH:12]2. Procedure: To a solution of 3,5-diamino-6-chloro-pyrazine-2-carboxylic acid [8-{4-[6-((R)-2,2-dimethyl-[1,3]-dioxolan-4-ylmethoxy)-naphthalen-2-ylmethoxy]-benzoyl}-1,3,8-triaza-spiro[4.5]dec-(2E)-ylidene]-amide (0.16 g, 0.22 mmol) in MeOH (10 ml) is added SCX-2 resin (˜2 g), the resultant slurry is stirred for 0.5 hours and then the solvent is removed in vacuo. The slurry is loaded onto a column of SCX-2 resin (˜3 g) and eluted with MeOH and then with 2 M NH3 in MeOH. The methanolic ammonia fractions are c... Starting materials: S(=O)(=O)(OC)OC (dimethyl sulfate), O=C1C2CCCC2CN1 (2-oxo-3-azabicyclo(3,3,0)octane), [OH-].[Na+] (sodium hydroxide). The solvent is C1=CC=CC=C1 (benzene). Reaction conditions: time 1 hour. The product is COC=1C2CCCC2CN1 (2-methoxy-3-azabicyclo(3,3,0)oct-2-ene). As a reaction SMILES: S(OC)(O[CH3:5])(=O)=O.[O:8]=[C:9]1[NH:16][CH2:15][CH:14]2[CH:10]1[CH2:11][CH2:12][CH2:13]2.[OH-].[Na+]>C1C=CC=CC=1>[CH3:5][O:8][C:9]1[CH:10]2[CH:14]([CH2:15][N:16]=1)[CH2:13][CH2:12][CH2:11]2 |f:2.3|. Procedure details: Over a period of 1 hour, 94.7 ml of dimethyl sulfate are added dropwise to a solution, maintained at reflux, of 125.2 g of 2-oxo-3-azabicyclo(3,3,0)octane in 350 ml of anhydrous benzene. Reflux is then maintained for 4 hours. After cooling, the reaction mixture is poured onto 100 ml of concentrated sodium hydroxide solution. The organic layer is decanted, and the aqueous layer is extracted twice with 200 ml of benzene each time. The benzene extracts are combined, dried over magnesium sulfate and... The reactants are ClC=1C=C(C=CC1)N=C=O (3-chlorophenyl isocyanate), C1(=CC=CC=C1)C(C(=O)N)(C(=O)N)O (phenylhydroxymalonic acid diamide). The reagents and catalysts are CCCCCCCC(=O)[O-].CCCCCCCC(=O)[O-].[Zn+2] (zinc octoate). Run in C(C)(=O)OCC (ethyl acetate). Conditions: time 30 minute. The product is C1(=CC=CC=C1)C(C(=O)N)(C(=O)N)OC(=O)NC1=CC(=CC=C1)Cl (phenyl-(3-chlorophenylaminocarbonyloxy)-malonic acid diamide). Yield: 55.6%. RXN SMILES: [Cl:1][C:2]1[CH:3]=[C:4]([N:8]=[C:9]=[O:10])[CH:5]=[CH:6][CH:7]=1.[C:11]1([C:17]([OH:24])([C:21]([NH2:23])=[O:22])[C:18]([NH2:20])=[O:19])[CH:16]=[CH:15][CH:14]=[CH:13][CH:12]=1>C(OCC)(=O)C.CCCCCCCC([O-])=O.CCCCCCCC([O-])=O.[Zn+2]>[C:11]1([C:17]([O:24][C:9]([NH:8][C:4]2[CH:5]=[CH:6][CH:7]=[C:2]([Cl:1])[CH:3]=2)=[O:10])([C:21]([NH2:23])=[O:22])[C:18]([NH2:20])=[O:19])[CH:12]=[CH:13][CH:14]=[CH:15][CH:16]=1 |f:3.4.5|. Reported procedure: 0.5 g of zinc octoate and 4.45 g of 3-chlorophenyl isocyanate were added to 8.2 g of phenylhydroxymalonic acid diamide in 30 ml of ethyl acetate and the mixture was kept at 50° C. for 30 minutes. After cooling, the precipitate was filtered off with suction and recrystallised from acetone. 5.6 g of phenyl-(3-chlorophenylaminocarbonyloxy)-malonic acid diamide of melting point 196°-198° C. were obtained. Reactants: CCNc1ccccc1, ClC(Cl)Cl, ClP(Cl)(c1ccccc1)(c1ccccc1)c1ccccc1, Cn1c(=O)c(C(=O)O)c(O)c2c(Cl)cccc21. The product is CCN(C(=O)c1c(O)c2c(Cl)cccc2n(C)c1=O)c1ccccc1. Reaction SMILES: [CH2:1]([CH3:2])[NH:3][c:4]1[cH:5][cH:6][cH:7][cH:8][cH:9]1.[CH:48]([Cl:49])([Cl:50])[Cl:51].[Cl:10][P:11]([Cl:12])([c:13]1[cH:14][cH:15][cH:16][cH:17][cH:18]1)([c:19]1[cH:20][cH:21][cH:22][cH:23][cH:24]1)[c:25]1[cH:26][cH:27][cH:28][cH:29][cH:30]1.[OH:31][c:32]1[c:33]([C:45](=[O:46])[OH:47])[c:34](=[O:44])[n:35]([CH3:43])[c:36]2[cH:37][cH:38][cH:39][c:40]([Cl:42])[c:41]12>>[CH2:1]([CH3:2])[N:3]([c:4]1[cH:5][cH:6][cH:7][cH:8][cH:9]1)[C:45]([c:33]1[c:32]([OH:31])[c:41]2[c:36]([n:35]([CH3:43])[c:34]1=[O:44])[cH:37][cH:38][cH:39][c:40]2[Cl:42])=[O:46].